The task is: describe an organic reaction: reactants, conditions, products, and yield. This data is from the Open Reaction Database (ORD), a public repository of structured organic reaction records. Starting materials: BrC(C(=O)O)C(C)C (α-bromoisovaleric acid), [OH-].[Na+] (sodium hydroxide), [OH-].[Na+].CO (sodium hydroxide methanol), ClC1=CC=C(N)C=C1 (p-chloroaniline). Reagents/catalysts: C=1C=CC2=C(C1)C(=O)OC2(C=3C=CC(=CC3)O)C=4C=CC(=CC4)O (phenolphthalein). The solvent is CO (methanol), CCOCC (ether). Reaction conditions: time 3 hour. The product is ClC1=CC=C(C=C1)N[C@@H](C(C)C)C(=O)O (N-(p-chlorophenyl)valine). Reaction SMILES: Br[CH:2]([CH:6]([CH3:8])[CH3:7])[C:3]([OH:5])=[O:4].[OH-].[Na+].CO.[Cl:13][C:14]1[CH:20]=[CH:19][C:17]([NH2:18])=[CH:16][CH:15]=1.[OH-].[Na+]>C1C=CC2C(C3C=CC(O)=CC=3)(C3C=CC(O)=CC=3)OC(=O)C=2C=1.CCOCC.CO>[Cl:13][C:14]1[CH:20]=[CH:19][C:17]([NH:18][C@H:2]([C:3]([OH:5])=[O:4])[CH:6]([CH3:8])[CH3:7])=[CH:16][CH:15]=1 |f:1.2.3,5.6|. Reported procedure: To a solution of α-bromoisovaleric acid (2 g, 0.110 mole) and 5 ml of methanol is added one drop of phenolphthalein and then sufficient sodium hydroxide/methanol until adjusted to neutral pH. The solvent is then stripped off and p-chloroaniline (7 g, 0.055 mole) added. The mixture is melted in a 100° bath and stirred at 100° for 3 hours. The mixture is cooled and taken up in ether, and 10% aqueous sodium hydroxide is added. The aqueous phase is acidified to pH 4 and extracted with ether. The eth...